This data is from the Open Reaction Database (ORD), a public repository of structured organic reaction records. The task is: describe an organic reaction: reactants, conditions, products, and yield The reactants are CSC1=N[C@H]2[C@@H](N1C(=O)OC(C)(C)C)CCCC2 (cis-3a,4,5,6,7,7a-Hexahydro-2-methylthio-benzimidazole-1-carboxylic acid, tert-butyl ester), FC=1C=C(CN)C=CC1 (3-fluorobenzylamine). The solvent is ClCCl (dichloromethane). Reaction conditions: temperature 100 celsius. The product is C(C)(C)(C)OC(=O)N1C(=N[C@H]2[C@@H]1CCCC2)NCC2=CC(=CC=C2)F (2-[(3-Fluorobenzyl)amino]-cis-3a,4,5,6,7,7a-hexahydro-1H-benzimidazol-1-carboxylic acid tert-butyl ester). The yield is 73.2%. Reaction SMILES: CS[C:3]1[N:7]([C:8]([O:10][C:11]([CH3:14])([CH3:13])[CH3:12])=[O:9])[C@H:6]2[CH2:15][CH2:16][CH2:17][CH2:18][C@H:5]2[N:4]=1.[F:19][C:20]1[CH:21]=[C:22]([CH:25]=[CH:26][CH:27]=1)[CH2:23][NH2:24]>ClCCl>[C:11]([O:10][C:8]([N:7]1[C@H:6]2[CH2:15][CH2:16][CH2:17][CH2:18][C@H:5]2[N:4]=[C:3]1[NH:24][CH2:23][C:22]1[CH:25]=[CH:26][CH:27]=[C:20]([F:19])[CH:21]=1)=[O:9])([CH3:14])([CH3:13])[CH3:12]. Reported procedure: A mixture of intermediate 76 (200 mg, 0.0.740 mmol), 3-fluorobenzylamine (0.5 mL, 4.4 mmol) is heated at 100° C. (reaction block) overnight. The reaction mixture is cooled to RT. The reaction mixture is diluted with dichloromethane, washed with 0.1N HCl, and brine. The solvent is evaporated, and the residue triturated with EtOAc, and the insoluble material filtered to give 188 mg of the product 191. 1H NMR (CDCl3) δ 8.56 (s, 1 H), 7.45-7.20 (m, 3 H), 7.20-6.95 (m, 2 H), 5.20-4.95 (m, 2 H), 4.35-... The reactants are CCOC(C)=O, COC(=O)NC(C)CN=[N+]=[N-]. Product: COC(=O)NC(C)CN. As a reaction SMILES: [CH3:12][CH2:13][O:14][C:15](=[O:16])[CH3:17].[N:1](=[N+:2]=[N-:3])[CH2:4][CH:5]([CH3:6])[NH:7][C:8]([O:9][CH3:10])=[O:11]>>[NH2:1][CH2:4][CH:5]([CH3:6])[NH:7][C:8]([O:9][CH3:10])=[O:11].